This data is from the Open Reaction Database (ORD), a public repository of structured organic reaction records. The task is: describe an organic reaction: reactants, conditions, products, and yield The reactants are CC(C)(C)[Si](C)(C)Cl, CN(C)C=O, CC1CCCN1CCCOc1ccc(-n2cc(C(=O)NCCO)cn2)cc1, c1c[nH]cn1. Product: CC1CCCN1CCCOc1ccc(-n2cc(C(=O)NCCO[Si](C)(C)C(C)(C)C)cn2)cc1. Reaction SMILES: [C:28]([CH3:29])([CH3:30])([CH3:31])[Si:32]([CH3:33])([CH3:34])[Cl:35].[CH3:41][N:42]([CH3:43])[CH:44]=[O:45].[OH:1][CH2:2][CH2:3][NH:4][C:5](=[O:6])[c:7]1[cH:8][n:9][n:10](-[c:12]2[cH:13][cH:14][c:15]([O:18][CH2:19][CH2:20][CH2:21][N:22]3[CH:23]([CH3:27])[CH2:24][CH2:25][CH2:26]3)[cH:16][cH:17]2)[cH:11]1.[nH:36]1[cH:37][cH:38][n:39][cH:40]1>>[O:1]([CH2:2][CH2:3][NH:4][C:5](=[O:6])[c:7]1[cH:8][n:9][n:10](-[c:12]2[cH:13][cH:14][c:15]([O:18][CH2:19][CH2:20][CH2:21][N:22]3[CH:23]([CH3:27])[CH2:24][CH2:25][CH2:26]3)[cH:16][cH:17]2)[cH:11]1)[Si:32]([C:28]([CH3:29])([CH3:30])[CH3:31])([CH3:33])[CH3:34]. The reactants are NC(=O)c1cc(Br)cc2c(C3CCNCC3)n[nH]c12, ClCCl, CCN(C(C)C)C(C)C, O=S(=O)(Cl)CCCCl, Cl. Yields the product NC(=O)c1cc(Br)cc2c(C3CCN(S(=O)(=O)CCCCl)CC3)n[nH]c12. Reaction SMILES: [Br:2][c:3]1[cH:4][c:5]2[c:6]([CH:15]3[CH2:16][CH2:17][NH:18][CH2:19][CH2:20]3)[n:7][nH:8][c:9]2[c:10]([C:12](=[O:13])[NH2:14])[cH:11]1.[CH2:38]([Cl:39])[Cl:40].[CH:29]([N:30]([CH:31]([CH3:32])[CH3:33])[CH2:34][CH3:35])([CH3:36])[CH3:37].[Cl:21][CH2:22][CH2:23][CH2:24][S:25](=[O:26])(=[O:27])[Cl:28].[ClH:1]>>[Br:2][c:3]1[cH:4][c:5]2[c:6]([CH:15]3[CH2:16][CH2:17][N:18]([S:25]([CH2:24][CH2:23][CH2:22][Cl:21])(=[O:26])=[O:27])[CH2:19][CH2:20]3)[n:7][nH:8][c:9]2[c:10]([C:12](=[O:13])[NH2:14])[cH:11]1. The reactants are N1=CC(=CC2=CC=CC=C12)C1=CC=CC=2C(C=3N(C12)C=CC3)=O (5-quinolin-3-ylpyrrolo[1,2-a]indol-9-one), Cl.NO (hydroxylamine hydrochloride). The solvent is N1=CC=CC=C1 (pyridine). The product is Cl.N1=CC(=CC2=CC=CC=C12)C1=CC=CC=2C(C=3N(C12)C=CC3)=NO (5-quinolin-3-ylpyrrolo[1,2-a]indol-9-one oxime hydrochloride). Yield: 102.2%. As a reaction SMILES: [N:1]1[C:10]2[C:5](=[CH:6][CH:7]=[CH:8][CH:9]=2)[CH:4]=[C:3]([C:11]2[C:19]3[N:18]4[CH:20]=[CH:21][CH:22]=[C:17]4[C:16](=O)[C:15]=3[CH:14]=[CH:13][CH:12]=2)[CH:2]=1.[ClH:24].[NH2:25][OH:26]>N1C=CC=CC=1>[ClH:24].[N:1]1[C:10]2[C:5](=[CH:6][CH:7]=[CH:8][CH:9]=2)[CH:4]=[C:3]([C:11]2[C:19]3[N:18]4[CH:20]=[CH:21][CH:22]=[C:17]4[C:16](=[N:25][OH:26])[C:15]=3[CH:14]=[CH:13][CH:12]=2)[CH:2]=1 |f:1.2,4.5|. Reported procedure: In a 100 ml round-bottomed flask, a mixture of 231 mg of 5-quinolin-3-ylpyrrolo[1,2-a]indol-9-one obtained according to the preceding stage and 164 mg of hydroxylamine hydrochloride in 20 ml of pyridine is refluxed under argon. After heating for 1.5 hours, the reaction medium is evaporated to dryness under vacuum. The residue is taken up in a saturated solution of sodium bicarbonate and extracted twice with ethyl acetate. The combined organic phases are washed with a saturated solution of sodium... Reactants: CS(N)(=O)=O, CN(C)c1ccncc1, ClCCl, CC1(C)Cc2cc(C(=O)O)ccc2NC1c1cc(F)cc(N2CCCC2=O)c1. Product: CC1(C)Cc2cc(C(=O)NS(C)(=O)=O)ccc2NC1c1cc(F)cc(N2CCCC2=O)c1. RXN SMILES: [CH3:29][S:30](=[O:31])(=[O:32])[NH2:33].[CH3:34][N:35]([CH3:36])[c:37]1[cH:38][cH:39][n:40][cH:41][cH:42]1.[Cl:43][CH2:44][Cl:45].[F:1][c:2]1[cH:3][c:4]([CH:14]2[NH:15][c:16]3[cH:17][cH:18][c:19]([C:26](=[O:27])[OH:28])[cH:20][c:21]3[CH2:22][C:23]2([CH3:24])[CH3:25])[cH:5][c:6]([N:8]2[C:9](=[O:13])[CH2:10][CH2:11][CH2:12]2)[cH:7]1>>[F:1][c:2]1[cH:3][c:4]([CH:14]2[NH:15][c:16]3[cH:17][cH:18][c:19]([C:26](=[O:27])[NH:33][S:30]([CH3:29])(=[O:31])=[O:32])[cH:20][c:21]3[CH2:22][C:23]2([CH3:24])[CH3:25])[cH:5][c:6]([N:8]2[C:9](=[O:13])[CH2:10][CH2:11][CH2:12]2)[cH:7]1. The reactants are Brc1cccnc1, O=C([O-])[O-], CC1(C)c2cccc(P(c3ccccc3)c3ccccc3)c2Oc2c(P(c3ccccc3)c3ccccc3)cccc21, [Cs+], [Cs+], Nc1cnc(-c2ccncc2)c(-c2cccc(F)c2)n1, C1COCCO1. Product: Fc1cccc(-c2nc(Nc3cccnc3)cnc2-c2ccncc2)c1. Reaction SMILES: [Br:21][c:22]1[cH:23][n:24][cH:25][cH:26][cH:27]1.[C:70](=[O:71])([O-:72])[O-:73].[CH3:28][C:29]1([CH3:30])[c:31]2[cH:32][cH:33][cH:34][c:35]([P:36]([c:37]3[cH:38][cH:39][cH:40][cH:41][cH:42]3)[c:43]3[cH:44][cH:45][cH:46][cH:47][cH:48]3)[c:49]2[O:50][c:51]2[c:52]1[cH:53][cH:54][cH:55][c:56]2[P:57]([c:58]1[cH:59][cH:60][cH:61][cH:62][cH:63]1)[c:64]1[cH:65][cH:66][cH:67][cH:68][cH:69]1.[Cs+:74].[Cs+:75].[F:1][c:2]1[cH:3][c:4](-[c:8]2[c:9](-[c:15]3[cH:16][cH:17][n:18][cH:19][cH:20]3)[n:10][cH:11][c:12]([NH2:14])[n:13]2)[cH:5][cH:6][cH:7]1.[O:76]1[CH2:77][CH2:78][O:79][CH2:80][CH2:81]1>>[F:1][c:2]1[cH:3][c:4](-[c:8]2[c:9](-[c:15]3[cH:16][cH:17][n:18][cH:19][cH:20]3)[n:10][cH:11][c:12]([NH:14][c:22]3[cH:23][n:24][cH:25][cH:26][cH:27]3)[n:13]2)[cH:5][cH:6][cH:7]1. The reactants are C1CCNC1, CCCc1c(CC)c(=O)on1C(=O)Cl, ClCCl. Product: CCCc1c(CC)c(=O)on1C(=O)N1CCCC1. RXN SMILES: [CH2:1]1[CH2:2][CH2:3][NH:4][CH2:5]1.[CH2:6]([CH3:7])[c:8]1[c:9]([CH2:17][CH2:18][CH3:19])[n:10]([C:14](=[O:15])[Cl:16])[o:11][c:12]1=[O:13].[Cl:20][CH2:21][Cl:22]>>[CH2:1]1[CH2:2][CH2:3][N:4]([C:14]([n:10]2[c:9]([CH2:17][CH2:18][CH3:19])[c:8]([CH2:6][CH3:7])[c:12](=[O:13])[o:11]2)=[O:15])[CH2:5]1. Starting materials: Cl (hydrochloric acid), N1C(C=NC=C1)=O (Pyrazin-2(1H)-one), [OH-].[Na+] (sodium hydroxide), ClCC(=O)O (chloroacetic acid). Reaction conditions: temperature 100 celsius, time 8 hour. The product is O=C1N(C=CN=C1)CC(=O)O ([2-oxopyrazin-1(2H)-yl]acetic acid). Reaction SMILES: [NH:1]1[CH:6]=[CH:5][N:4]=[CH:3][C:2]1=[O:7].[OH-].[Na+].Cl[CH2:11][C:12]([OH:14])=[O:13].Cl>>[O:7]=[C:2]1[CH:3]=[N:4][CH:5]=[CH:6][N:1]1[CH2:11][C:12]([OH:14])=[O:13] |f:1.2|. Procedure: Pyrazin-2(1H)-one (0.333 g, 3.47 mmol) was added 5 N sodium hydroxide solution (2.1 mL) followed by chloroacetic acid (0.524 g, 5.54 mmol). The reaction mixture was heated at 100° C. for 2 h. After cooled down to ambient temperature, 2 N hydrochloric acid (3.5 mL) was added and the reaction mixture was directly purified by reverse phase HPLC (TMC Pro-Pac C18; 0-40% 0.1% trifluoroacetic acid in acetonitrile/0.1% trifluoroacetic acid in water gradient). The pure fractions were lyophilized overnigh...